Dataset: the Open Reaction Database (ORD), a public repository of structured organic reaction records. Task: describe an organic reaction: reactants, conditions, products, and yield Reactants: BrC(Br)(Br)Br, CCOC(=O)C(Oc1ccc(CO)cc1)c1ccccc1, ClCCl, c1ccc(P(c2ccccc2)c2ccccc2)cc1. Yields the product CCOC(=O)C(Oc1ccc(CBr)cc1)c1ccccc1. RXN SMILES: [C:41]([Br:42])([Br:43])([Br:44])[Br:45].[CH2:1]([CH3:2])[O:3][C:4](=[O:5])[CH:6]([c:7]1[cH:8][cH:9][cH:10][cH:11][cH:12]1)[O:13][c:14]1[cH:15][cH:16][c:17]([CH2:18][OH:19])[cH:20][cH:21]1.[Cl:46][CH2:47][Cl:48].[c:22]1([P:23]([c:24]2[cH:25][cH:26][cH:27][cH:28][cH:29]2)[c:30]2[cH:31][cH:32][cH:33][cH:34][cH:35]2)[cH:36][cH:37][cH:38][cH:39][cH:40]1>>[CH2:1]([CH3:2])[O:3][C:4](=[O:5])[CH:6]([c:7]1[cH:8][cH:9][cH:10][cH:11][cH:12]1)[O:13][c:14]1[cH:15][cH:16][c:17]([CH2:18][Br:42])[cH:20][cH:21]1.